Dataset: the Open Reaction Database (ORD), a public repository of structured organic reaction records. Task: describe an organic reaction: reactants, conditions, products, and yield Reactants: CC=1C=C(C(=CC1)C1=CC=CC=C1)C(=O)OC (Methyl 4-methylbiphenyl-2-carboxylate), [OH-].[K+] (KOH), CO (methanol). Solvent: O (water). Reaction conditions: time 5 hour. Product: CC1=CC=C(C=C1)C=1C(=CC=CC1)C(=O)O (4′-methylbiphenyl-2-carboxylic Acid). RXN SMILES: C[C:2]1[CH:3]=[C:4]([C:14]([O:16]C)=[O:15])[C:5]([C:8]2[CH:13]=[CH:12][CH:11]=[CH:10][CH:9]=2)=[CH:6][CH:7]=1.[OH-].[K+].[CH3:20]O>O>[CH3:20][C:11]1[CH:10]=[CH:9][C:8]([C:5]2[C:4]([C:14]([OH:16])=[O:15])=[CH:3][CH:2]=[CH:7][CH:6]=2)=[CH:13][CH:12]=1 |f:1.2|. Reported procedure: Methyl 4-methylbiphenyl-2-carboxylate (10.0 g, 44.2 mmol, 1 eq), 0.5 N KOH in methanol (265.5 ml, 133 mmol, 3 eq), and water (50 mL) were mixed and refluxed under N2. After 5 hours, the solvent was removed in ml and water (200 mL) and ethyl acetate (200 mL) added. The aqueous layer was acidified with concentrated hydrochloric acid to a pH of 3 and the layers were separated. The aqueous phase was extracted with ethyl acetate (2×200 mL), the organic layers collected, dried (MgSO4) and the solvent ... Reactants: ClC1=NC2=C(N1)C=C(C(=C2)Cl)Cl (2,5,6-Trichloro-1H-benzoimidazole), FC(C=1C(=NC=CC1)N1CCNCC1)(F)F (1-(3-trifluoromethylpyridin-2-yl)piperazine). Yields the product ClC1=CC2=C(NC(=N2)N2CCN(CC2)C2=NC=CC=C2C(F)(F)F)C=C1Cl (5,6-Dichloro-2-[4-(3-trifluoromethylpyridin-2-yl)piperazin-1-yl]-1H-benzoimidazole). RXN SMILES: Cl[C:2]1[NH:6][C:5]2[CH:7]=[C:8]([Cl:12])[C:9]([Cl:11])=[CH:10][C:4]=2[N:3]=1.[F:13][C:14]([F:28])([F:27])[C:15]1[C:16]([N:21]2[CH2:26][CH2:25][NH:24][CH2:23][CH2:22]2)=[N:17][CH:18]=[CH:19][CH:20]=1>>[Cl:12][C:8]1[C:9]([Cl:11])=[CH:10][C:4]2[NH:3][C:2]([N:24]3[CH2:25][CH2:26][N:21]([C:16]4[C:15]([C:14]([F:28])([F:13])[F:27])=[CH:20][CH:19]=[CH:18][N:17]=4)[CH2:22][CH2:23]3)=[N:6][C:5]=2[CH:7]=1. Procedure: The benzoimidazole from step (b) above (0.110 g, 0.5 mmol) and 1-(3-trifluoromethylpyridin-2-yl)piperazine (0.231 g, 1 mmol, Maybridge) reacted under the conditions Example 3c to give the title compound as a white amorphous solid. MS (ESI, pos. ion) m/z: 416 (M+1). The reactants are Cl.N(N)C=1C=CC2=C(C(=CS2)C2=CC=CC=C2)C1 (5-hydrazino-3-phenylbenzothiophene hydrochloride), C1CN(CCC1=O)CCC2=CC=CC=C2 (N-(2-phenethyl)-4-piperidone). The solvent is C(C)(C)O (isopropanol). Conditions: temperature 190 celsius. Yields the product C(CC1=CC=CC=C1)N1CC2=C(NC3=CC=C4C(=C23)C(=CS4)C4=CC=CC=C4)CC1 (9-Phenethyl-1-phenyl-7,8,9,10-tetrahydrothieno[3,2-e]pyrido[4,3-b]indole). Reaction SMILES: Cl.[NH:2]([C:4]1[CH:5]=[CH:6][C:7]2[S:11][CH:10]=[C:9]([C:12]3[CH:17]=[CH:16][CH:15]=[CH:14][CH:13]=3)[C:8]=2[CH:18]=1)N.[CH2:19]1[C:24](=O)[CH2:23][CH2:22][N:21]([CH2:26][CH2:27][C:28]2[CH:33]=[CH:32][CH:31]=[CH:30][CH:29]=2)[CH2:20]1>C(O)(C)C>[CH2:26]([N:21]1[CH2:22][CH2:23][C:24]2[NH:2][C:4]3[C:18]([C:19]=2[CH2:20]1)=[C:8]1[C:9]([C:12]2[CH:17]=[CH:16][CH:15]=[CH:14][CH:13]=2)=[CH:10][S:11][C:7]1=[CH:6][CH:5]=3)[CH2:27][C:28]1[CH:33]=[CH:32][CH:31]=[CH:30][CH:29]=1 |f:0.1|. Procedure: 28.0 g of 5-hydrazino-3-phenylbenzothiophene hydrochloride are allowed to react with 21.0 g of N-(2-phenethyl)-4-piperidone in 500 ml of isopropanol at room temperature for 2 hours. After filtering off the crystall sludge, this is suspended in 150 ml of N NaOH and the suspension is extracted with methylene chloride. The organic phase is washed with water until neutral and evaporated, the oily residue is taken up in 400 ml of ethylene glycol and the mixture is heated to 190° C. for 30 minutes. Th... Starting materials: CC(C)(C)OC(=O)NCC(=O)Nc1cccc2c1cnn2CCN1CCCC1, ClCCl, Cl. Yields the product NCC(=O)Nc1cccc2c1cnn2CCN1CCCC1. Reaction SMILES: [C:1]([O:2][C:3](=[O:4])[NH:7][CH2:8][C:9]([NH:10][c:11]1[c:12]2[cH:13][n:14][n:15]([CH2:20][CH2:21][N:22]3[CH2:23][CH2:24][CH2:25][CH2:26]3)[c:16]2[cH:17][cH:18][cH:19]1)=[O:27])([CH3:5])([CH3:6])[CH3:28].[Cl:30][CH2:31][Cl:32].[ClH:29]>>[NH2:7][CH2:8][C:9]([NH:10][c:11]1[c:12]2[cH:13][n:14][n:15]([CH2:20][CH2:21][N:22]3[CH2:23][CH2:24][CH2:25][CH2:26]3)[c:16]2[cH:17][cH:18][cH:19]1)=[O:27]. Starting materials: BrC=1C=C(C=CC1)C1=NN2C(N=C(C(=C2I)[C@@H](C(=O)OC)OC(C)(C)C)C)=C1 ((S)-methyl 2-(2-(3-bromophenyl)-7-iodo-5-methylpyrazolo[1,5-a]pyrimidin-6-yl)-2-(tert-butoxy)acetate), C(C=C)C1CCOC2=CC=C(C=C12)B1OC(C(O1)(C)C)(C)C (2-(4-allylchroman-6-yl)-4,4,5,5-tetramethyl-1,3,2-dioxaborolane), C(=O)([O-])[O-].[Na+].[Na+] (Na2CO3), N#N (N2). Reagents/catalysts: C=1C=CC(=CC1)[P](C=2C=CC=CC2)(C=3C=CC=CC3)[Pd]([P](C=4C=CC=CC4)(C=5C=CC=CC5)C=6C=CC=CC6)([P](C=7C=CC=CC7)(C=8C=CC=CC8)C=9C=CC=CC9)[P](C=1C=CC=CC1)(C=1C=CC=CC1)C=1C=CC=CC1 (Pd(Ph3P)4). Solvent: CN(C)C=O (DMF). Reaction conditions: temperature 90 celsius. Yields the product C(C=C)C1CCOC2=CC=C(C=C12)C1=C(C(=NC=2N1N=C(C2)C2=CC(=CC=C2)Br)C)[C@@H](C(=O)OC)OC(C)(C)C ((2S)-Methyl 2-(7-(4-allylchroman-6-yl)-2-(3-bromophenyl)-5-methylpyrazolo[1,5-a]pyrimidin-6-yl)-2-(tert-butoxy)acetate). Yield: 190.6%. RXN SMILES: [Br:1][C:2]1[CH:3]=[C:4]([C:8]2[CH:28]=[C:11]3[N:12]=[C:13]([CH3:27])[C:14]([C@H:17]([O:22][C:23]([CH3:26])([CH3:25])[CH3:24])[C:18]([O:20][CH3:21])=[O:19])=[C:15](I)[N:10]3[N:9]=2)[CH:5]=[CH:6][CH:7]=1.[CH2:29]([CH:32]1[C:41]2[C:36](=[CH:37][CH:38]=[C:39](B3OC(C)(C)C(C)(C)O3)[CH:40]=2)[O:35][CH2:34][CH2:33]1)[CH:30]=[CH2:31].C([O-])([O-])=O.[Na+].[Na+].N#N>CN(C=O)C.C1C=CC([P]([Pd]([P](C2C=CC=CC=2)(C2C=CC=CC=2)C2C=CC=CC=2)([P](C2C=CC=CC=2)(C2C=CC=CC=2)C2C=CC=CC=2)[P](C2C=CC=CC=2)(C2C=CC=CC=2)C2C=CC=CC=2)(C2C=CC=CC=2)C2C=CC=CC=2)=CC=1>[CH2:29]([CH:32]1[C:41]2[C:36](=[CH:37][CH:38]=[C:39]([C:15]3[N:10]4[N:9]=[C:8]([C:4]5[CH:5]=[CH:6][CH:7]=[C:2]([Br:1])[CH:3]=5)[CH:28]=[C:11]4[N:12]=[C:13]([CH3:27])[C:14]=3[C@H:17]([O:22][C:23]([CH3:26])([CH3:25])[CH3:24])[C:18]([O:20][CH3:21])=[O:19])[CH:40]=2)[O:35][CH2:34][CH2:33]1)[CH:30]=[CH2:31] |f:2.3.4,^1:67,69,88,107|. Procedure details: A solution of (S)-methyl 2-(2-(3-bromophenyl)-7-iodo-5-methylpyrazolo[1,5-a]pyrimidin-6-yl)-2-(tert-butoxy)acetate (0.375 g, 0.374 mmol), 2-(4-allylchroman-6-yl)-4,4,5,5-tetramethyl-1,3,2-dioxaborolane (0.123 g, 0.411 mmol) and 2.0 M Na2CO3 (0.374 ml, 0.747 mmol) in DMF (3.74 ml) was sparged with N2 for 10 min, treated with Pd(Ph3P)4 (0.030 g, 0.026 mmol), sparged for 5 minutes, then heated (90° C.) for 16 h. The reaction was cooled, diluted with water (20 mL) and extracted with EtOAc. The organ... The reactants are CC(c1ccc(Br)cc1)N1CCC(CCO)(c2ccc(F)cc2)OC1=O, OB(O)c1ccc(F)cc1F, C1COCCO1, c1ccc(P(c2ccccc2)(c2ccccc2)[Pd](P(c2ccccc2)(c2ccccc2)c2ccccc2)(P(c2ccccc2)(c2ccccc2)c2ccccc2)P(c2ccccc2)(c2ccccc2)c2ccccc2)cc1. Product: CC(c1ccc(-c2ccc(F)cc2F)cc1)N1CCC(CCO)(c2ccc(F)cc2)OC1=O. As a reaction SMILES: [Br:1][c:2]1[cH:3][cH:4][c:5]([CH:8]([CH3:9])[N:10]2[C:11](=[O:26])[O:12][C:13]([CH2:16][CH2:17][OH:18])([c:19]3[cH:20][cH:21][c:22]([F:25])[cH:23][cH:24]3)[CH2:14][CH2:15]2)[cH:6][cH:7]1.[F:27][c:28]1[c:29]([B:35]([OH:36])[OH:37])[cH:30][cH:31][c:32]([F:34])[cH:33]1.[O:38]1[CH2:39][CH2:40][O:41][CH2:42][CH2:43]1.[cH:44]1[cH:45][cH:46][c:47]([P:48]([Pd:49]([P:50]([c:51]2[cH:52][cH:53][cH:54][cH:55][cH:56]2)([c:57]2[cH:58][cH:59][cH:60][cH:61][cH:62]2)[c:63]2[cH:64][cH:65][cH:66][cH:67][cH:68]2)([P:69]([c:70]2[cH:71][cH:72][cH:73][cH:74][cH:75]2)([c:76]2[cH:77][cH:78][cH:79][cH:80][cH:81]2)[c:82]2[cH:83][cH:84][cH:85][cH:86][cH:87]2)[P:88]([c:89]2[cH:90][cH:91][cH:92][cH:93][cH:94]2)([c:95]2[cH:96][cH:97][cH:98][cH:99][cH:100]2)[c:101]2[cH:102][cH:103][cH:104][cH:105][cH:106]2)([c:107]2[cH:108][cH:109][cH:110][cH:111][cH:112]2)[c:113]2[cH:114][cH:115][cH:116][cH:117][cH:118]2)[cH:119][cH:120]1>>[c:2]1(-[c:29]2[c:28]([F:27])[cH:33][c:32]([F:34])[cH:31][cH:30]2)[cH:3][cH:4][c:5]([CH:8]([CH3:9])[N:10]2[C:11](=[O:26])[O:12][C:13]([CH2:16][CH2:17][OH:18])([c:19]3[cH:20][cH:21][c:22]([F:25])[cH:23][cH:24]3)[CH2:14][CH2:15]2)[cH:6][cH:7]1.